This data is from the Open Reaction Database (ORD), a public repository of structured organic reaction records. The task is: describe an organic reaction: reactants, conditions, products, and yield The reactants are ClC1=NC(=C2C(=N1)N(N=C2)C)NC2=CC(=CC=C2)OC (6-Chloro-N-(3-methoxyphenyl)-1-methyl-1H-pyrazolo[3,4-d]pyrimidin-4-amine), N1N=CC(=C1)B1OC(C)(C)C(C)(C)O1 (pyrazole-4-boronic acid pinacol ester), O (water). Run in C(Cl)Cl (CH2Cl2). Product: COC=1C=C(C=CC1)NC1=C2C(=NC(=N1)C=1C=NNC1)N(N=C2)C (N-(3-methoxyphenyl)-1-methyl-6-(1H-pyrazol-4-yl)-1H-pyrazolo[3,4-d]pyrimidin-4-amine). RXN SMILES: Cl[C:2]1[N:7]=[C:6]2[N:8]([CH3:11])[N:9]=[CH:10][C:5]2=[C:4]([NH:12][C:13]2[CH:18]=[CH:17][CH:16]=[C:15]([O:19][CH3:20])[CH:14]=2)[N:3]=1.[NH:21]1[CH:25]=[C:24](B2OC(C)(C)C(C)(C)O2)[CH:23]=[N:22]1.O>C(Cl)Cl>[CH3:20][O:19][C:15]1[CH:14]=[C:13]([NH:12][C:4]2[N:3]=[C:2]([C:24]3[CH:25]=[N:21][NH:22][CH:23]=3)[N:7]=[C:6]3[N:8]([CH3:11])[N:9]=[CH:10][C:5]=23)[CH:18]=[CH:17][CH:16]=1. Procedure details: 6-Chloro-N-(3-methoxyphenyl)-1-methyl-1H-pyrazolo[3,4-d]pyrimidin-4-amine 6 was reacted with pyrazole-4-boronic acid pinacol ester using General Procedure A. Addition of water and CH2Cl2 to the reaction, followed by sonication and filtration yielded 101. NMR: (CDCl3): 3.87 (s, 3H, CH3), 4.07 (s, 3H, CH3), 6.87 (dd, H, ArH, J=2.4, 8.37), 7.13 (d, H, ArH, J=7.85), 7.29 (m, H, ArH), 7.37 (t, H, ArH, J=8.13), 7.43 (s, H, ArH), 8.37 (s, 2H, 2×ArH). MS: (ESI+) MH+==322.23